From a dataset of the Open Reaction Database (ORD), a public repository of structured organic reaction records. describe an organic reaction: reactants, conditions, products, and yield Reactants: C(C1=CC=CC=C1)(=O)Cl (benzoyl chloride), N(=[N+]=[N-])[C@@H](CO[C@H]1[C@H](O)[C@@H](O)[C@@H](OCC(=O)OC(C)(C)C)[C@H](O1)COCC(=O)OC(C)(C)C)[C@@H](\C=C\CCCCCCCCCCCCC)OC(C1=CC=CC=C1)=O ((2S,3R,4E)-2-azido-3-benzoyloxy-1-(4,6-di-O-tert-butyloxycarbonylmethyl-β-D-galactopyranosyloxy)-4-octadecene), CO (methanol). The solvent is N1=CC=CC=C1.C(Cl)Cl (pyridine methylene chloride). Conditions: temperature -78 celsius, time 1 hour. The product is C(C1=CC=CC=C1)(=O)O[C@@H]([C@H](CO[C@H]1[C@H](O)[C@@H](OC(C2=CC=CC=C2)=O)[C@@H](OCC(=O)OC(C)(C)C)[C@H](O1)COCC(=O)OC(C)(C)C)NC(CCCCCCCCCCCCCCC)=O)\C=C\CCCCCCCCCCCCC ((2S,3R,4E)-3-Benzoyloxy-2-hexadecanoylamino-1-(3-O-benzoyl-4,6-di-O-tert-butyloxycarbonylmethyl-β-D-galactopyranosyloxy)-4-octadecene). Yield: 20.0%. As a reaction SMILES: [N:1]([C@H:4]([C@H:34]([O:50][C:51](=[O:58])[C:52]1[CH:57]=[CH:56][CH:55]=[CH:54][CH:53]=1)/[CH:35]=[CH:36]/[CH2:37][CH2:38][CH2:39][CH2:40][CH2:41][CH2:42][CH2:43][CH2:44][CH2:45][CH2:46][CH2:47][CH2:48][CH3:49])[CH2:5][O:6][C@@H:7]1[O:23][C@H:22]([CH2:24][O:25][CH2:26][C:27]([O:29][C:30]([CH3:33])([CH3:32])[CH3:31])=[O:28])[C@H:12]([O:13][CH2:14][C:15]([O:17][C:18]([CH3:21])([CH3:20])[CH3:19])=[O:16])[C@H:10]([OH:11])[C@H:8]1[OH:9])=[N+]=[N-].[C:59](Cl)(=[O:66])[C:60]1[CH:65]=[CH:64][CH:63]=[CH:62][CH:61]=1.[CH3:68][OH:69]>N1C=CC=CC=1.C(Cl)Cl>[C:51]([O:50][C@H:34](/[CH:35]=[CH:36]/[CH2:37][CH2:38][CH2:39][CH2:40][CH2:41][CH2:42][CH2:43][CH2:44][CH2:45][CH2:46][CH2:47][CH2:48][CH3:49])[C@@H:4]([NH:1][C:68](=[O:69])[CH2:46][CH2:45][CH2:44][CH2:43][CH2:42][CH2:41][CH2:40][CH2:39][CH2:38][CH2:37][CH2:36][CH2:35][CH2:34][CH2:4][CH3:5])[CH2:5][O:6][C@@H:7]1[O:23][C@H:22]([CH2:24][O:25][CH2:26][C:27]([O:29][C:30]([CH3:33])([CH3:32])[CH3:31])=[O:28])[C@H:12]([O:13][CH2:14][C:15]([O:17][C:18]([CH3:21])([CH3:20])[CH3:19])=[O:16])[C@H:10]([O:11][C:59](=[O:66])[C:60]2[CH:65]=[CH:64][CH:63]=[CH:62][CH:61]=2)[C@H:8]1[OH:9])(=[O:58])[C:52]1[CH:57]=[CH:56][CH:55]=[CH:54][CH:53]=1 |f:3.4|. Reported procedure: A solution of (2S,3R,4E)-2-azido-3-benzoyloxy-1-(4,6-di-O-tert-butyloxycarbonylmethyl-β-D-galactopyranosyloxy)-4-octadecene described in Example 15-A (1.34 g 1.63 mmol) in a mixture of pyridine/methylene chloride (1:1, 70 mL) was treated with benzoyl chloride (210 μL, 1.81 mmol) at -78° C. The mixture was stirred at -78° C. for 1 hour, then methanol (10 mL) was added and the resulting mixture was stirred at 22° C. for 20 more hours. The solvents were evaporated and the residue was dissolved in e... The reactants are C(=O)NC(C(=O)OCC)(C(=O)OCC)CC1=C(C=CC=C1)[N+](=O)[O-] (diethyl (formylamino)((2-nitrophenyl)methyl)propanedioate), [H][H] (hydrogen). Reagents/catalysts: [Pd] (palladium on carbon). Solvent: C(C)O (ethanol). The product is C(=O)NC1(C(NC2=CC=CC=C2C1)=O)C(=O)OCC (Ethyl 3-(formylamino)-1,2,3,4-tetrahydro-2-oxo-3-quinolinecarboxylate). The yield is 100.7%. As a reaction SMILES: [CH:1]([NH:3][C:4]([CH2:15][C:16]1[CH:21]=[CH:20][CH:19]=[CH:18][C:17]=1[N+:22]([O-])=O)([C:10]([O:12][CH2:13][CH3:14])=[O:11])[C:5](OCC)=[O:6])=[O:2].[H][H]>[Pd].C(O)C>[CH:1]([NH:3][C:4]1([C:10]([O:12][CH2:13][CH3:14])=[O:11])[CH2:15][C:16]2[C:17](=[CH:18][CH:19]=[CH:20][CH:21]=2)[NH:22][C:5]1=[O:6])=[O:2]. Reported procedure: A mixture of diethyl (formylamino)((2-nitrophenyl)methyl)propanedioate (8.54 g, 0.025 mol) and 10% palladium on carbon (2.0 g) in absolute ethanol (200 mL) was hydrogenated (50 lb initial H2 pressure) until hydrogen uptake ceased. The mixture was filtered through celite and refluxed for 2 hours to achieve cyclization. The solvent was removed under reduced pressure to give 6.6 g of product which was crystallized from methanol to give 5.0 g of white crystals, mp 187°-190° C. Anal. Calc'd for C13H1... The reactants are CN1CCCC1=O, ClC(Cl)Cl, CNc1nc(F)c(F)cc1F, NCc1ccccc1. Product: CNc1nc(NCc2ccccc2)c(F)cc1F. Reaction SMILES: [CH3:1][N:2]1[CH2:3][CH2:4][CH2:5][C:6]1=[O:7].[CH:27]([Cl:28])([Cl:29])[Cl:30].[F:8][c:9]1[c:10]([NH:17][CH3:18])[n:11][c:12]([F:16])[c:13]([F:15])[cH:14]1.[NH2:19][CH2:20][c:21]1[cH:22][cH:23][cH:24][cH:25][cH:26]1>>[F:8][c:9]1[c:10]([NH:17][CH3:18])[n:11][c:12]([NH:19][CH2:20][c:21]2[cH:22][cH:23][cH:24][cH:25][cH:26]2)[c:13]([F:15])[cH:14]1. Yields the product O=C1OC(CCO)(c2ccccc2F)CCN1c1ccc(Cl)c(-c2ccc(F)cc2)n1. RXN SMILES: [C:31]([O-:32])(=[O:33])[CH3:34].[C:36]([OH:37])(=[O:38])[CH3:39].[CH3:52][C:53]#[N:54].[Cl:40][n:41]1[c:42](=[O:43])[n:44]([Cl:45])[c:46](=[O:47])[n:48]([Cl:49])[c:50]1=[O:51].[Cl:56][CH2:57][Cl:58].[F:1][c:2]1[c:3]([C:8]2([CH2:28][CH2:29][OH:30])[CH2:9][CH2:10][N:11]([c:15]3[n:16][c:17](-[c:21]4[cH:22][cH:23][c:24]([F:27])[cH:25][cH:26]4)[cH:18][cH:19][cH:20]3)[C:12](=[O:14])[O:13]2)[cH:4][cH:5][cH:6][cH:7]1.[Na+:35].[OH2:55]>>[F:1][c:2]1[c:3]([C:8]2([CH2:28][CH2:29][OH:30])[CH2:9][CH2:10][N:11]([c:15]3[n:16][c:17](-[c:21]4[cH:22][cH:23][c:24]([F:27])[cH:25][cH:26]4)[c:18]([Cl:40])[cH:19][cH:20]3)[C:12](=[O:14])[O:13]2)[cH:4][cH:5][cH:6][cH:7]1. Starting materials: CC(=O)[O-], CC(=O)O, CC#N, O=c1n(Cl)c(=O)n(Cl)c(=O)n1Cl, ClCCl, O=C1OC(CCO)(c2ccccc2F)CCN1c1cccc(-c2ccc(F)cc2)n1, [Na+], O. Reactants: O (Water), CC1=NOC(=C1C1=C(C=C2C(=C(C=NC2=C1)NC(=O)C1CCOCC1)NC(COC)C)OC)C (N-(7-(3,5-dimethylisoxazol-4-yl)-6-methoxy-4-((1-methoxypropan-2-yl)amino)quinolin-3-yl)tetrahydro-2H-pyran-4-carboxamide), C1(=CC=C(C=C1)S(=O)(=O)O)C (p-toluenesulfonic acid), Intermediate 3, C1(=CC=C(C=C1)S(=O)(=O)O)C (p-toluenesulfonic acid), C(O)([O-])=O.[Na+] (sodium hydrogen carbonate). The solvent is C1(=CC=CC=C1)C (toluene). Product: COC1=CC=2C3=C(C=NC2C=C1C=1C(=NOC1C)C)N=C(N3C(COC)C)C3CCOCC3 (4-(8-methoxy-1-(1-methoxypropan-2-yl)-2-(tetrahydro-2H-pyran-4-yl)-1H-imidazo[4,5-c]quinolin-7-yl)-3,5-dimethylisoxazole). Reaction SMILES: [CH3:1][C:2]1[C:6]([C:7]2[CH:16]=[C:15]3[C:10]([C:11]([NH:26][CH:27]([CH3:31])[CH2:28][O:29][CH3:30])=[C:12]([NH:17][C:18]([CH:20]4[CH2:25][CH2:24][O:23][CH2:22][CH2:21]4)=O)[CH:13]=[N:14]3)=[CH:9][C:8]=2[O:32][CH3:33])=[C:5]([CH3:34])[O:4][N:3]=1.C1(C)C=CC(S(O)(=O)=O)=CC=1.O.C(=O)([O-])O.[Na+]>C1(C)C=CC=CC=1>[CH3:33][O:32][C:8]1[C:7]([C:6]2[C:2]([CH3:1])=[N:3][O:4][C:5]=2[CH3:34])=[CH:16][C:15]2[N:14]=[CH:13][C:12]3[N:17]=[C:18]([CH:20]4[CH2:25][CH2:24][O:23][CH2:22][CH2:21]4)[N:26]([CH:27]([CH3:31])[CH2:28][O:29][CH3:30])[C:11]=3[C:10]=2[CH:9]=1 |f:3.4|. Reported procedure: A mixture of N-(7-(3,5-dimethylisoxazol-4-yl)-6-methoxy-4-((1-methoxypropan-2-yl)amino)quinolin-3-yl)tetrahydro-2H-pyran-4-carboxamide (for a preparation see Intermediate 3) (11.95 g, 25.5 mmol) and p-toluenesulfonic acid (1.2 g, 25.5 mmol) in toluene (250 ml) was heated under nitrogen at reflux using a Dean-Stark apparatus for 3 days. Further p-toluenesulfonic acid (0.2 g, 4.3 mmol) was added and heating continued overnight. Water (750 ml) was added, and the mixture basified to pH 8 using satur... The reactants are COC(=O)C(OP(=O)(O)C(NS(=O)(=O)Cc1ccccc1)C(C)C)c1cccc(NC(=NC(=O)OC(C)(C)C)NC(=O)OC(C)(C)C)c1, CO, Cl, [Li+], [OH-], O. Product: CC(C)C(NS(=O)(=O)Cc1ccccc1)P(=O)(O)OC(C(=O)O)c1cccc(NC(=NC(=O)OC(C)(C)C)NC(=O)OC(C)(C)C)c1. RXN SMILES: [CH3:1][O:2][C:3]([CH:4]([O:5][P:6](=[O:7])([OH:8])[CH:9]([CH:10]([CH3:11])[CH3:12])[NH:13][S:14](=[O:15])(=[O:16])[CH2:17][c:18]1[cH:19][cH:20][cH:21][cH:22][cH:23]1)[c:24]1[cH:25][c:26]([NH:30][C:31](=[N:32][C:33](=[O:34])[O:35][C:36]([CH3:37])([CH3:38])[CH3:39])[NH:40][C:41](=[O:42])[O:43][C:44]([CH3:45])([CH3:46])[CH3:47])[cH:27][cH:28][cH:29]1)=[O:48].[CH3:52][OH:53].[ClH:51].[Li+:50].[OH-:49].[OH2:54]>>[O:2]=[C:3]([CH:4]([O:5][P:6](=[O:7])([OH:8])[CH:9]([CH:10]([CH3:11])[CH3:12])[NH:13][S:14](=[O:15])(=[O:16])[CH2:17][c:18]1[cH:19][cH:20][cH:21][cH:22][cH:23]1)[c:24]1[cH:25][c:26]([NH:30][C:31](=[N:32][C:33](=[O:34])[O:35][C:36]([CH3:37])([CH3:38])[CH3:39])[NH:40][C:41](=[O:42])[O:43][C:44]([CH3:45])([CH3:46])[CH3:47])[cH:27][cH:28][cH:29]1)[OH:48]. The reactants are C(C)(=O)C=1OC=CC1 (2-Acetylfuran), BrN1C(CCC1=O)=O (N-bromosuccinimide). Solvent: CN(C=O)C (N,N-dimethylformamide). Yields the product BrC1=CC=C(O1)C(C)=O (5-bromo-2-acetylfuran). Reaction SMILES: [C:1]([C:4]1[O:5][CH:6]=[CH:7][CH:8]=1)(=[O:3])[CH3:2].[Br:9]N1C(=O)CCC1=O>CN(C)C=O>[Br:9][C:6]1[O:5][C:4]([C:1](=[O:3])[CH3:2])=[CH:8][CH:7]=1. Procedure: 2-Acetylfuran is dissolved in N,N-dimethylformamide (5 g, 1.1 mol/L), and N-bromosuccinimide (1 eq.) is added.